From a dataset of the Open Reaction Database (ORD), a public repository of structured organic reaction records. describe an organic reaction: reactants, conditions, products, and yield The product is CNC(=O)C=1C(C(=C(N(C1)CC1=NC=C(C=C1)C#N)C)C1=CC(=NC=C1)C(F)(F)F)=O (1-(5-Cyano-pyridin-2-ylmethyl)-2-methyl-4-oxo-2′-trifluoromethyl-1,4-dihydro-[3,4′]bipyridinyl-5-carboxylic acid methylamide). Starting materials: BrCC1=NC=C(C#N)C=C1 (6-bromomethyl-nicotinonitrile), CNC(=O)C=1C(C(=C(NC1)C)C1=CC(=NC=C1)C(F)(F)F)=O (2-Methyl-4-oxo-2′-trifluoromethyl-1,4-dihydro-[3,4′]bipyridinyl-5-carboxylic acid methylamide). Procedure: Example 44 is prepared as described for example 2.1, substituting benzyl bromide with 6-bromomethyl-nicotinonitrile and substituting preparation 5 with preparation 36a. ESI mass spectrum: [M+H]+=428; Retention time HPLC: 0.99 min (Z018_S04). As a reaction SMILES: Br[CH2:2][C:3]1[CH:10]=[CH:9][C:6]([C:7]#[N:8])=[CH:5][N:4]=1.[CH3:11][NH:12][C:13]([C:15]1[C:16](=[O:32])[C:17]([C:22]2[CH:27]=[CH:26][N:25]=[C:24]([C:28]([F:31])([F:30])[F:29])[CH:23]=2)=[C:18]([CH3:21])[NH:19][CH:20]=1)=[O:14]>>[CH3:11][NH:12][C:13]([C:15]1[C:16](=[O:32])[C:17]([C:22]2[CH:27]=[CH:26][N:25]=[C:24]([C:28]([F:31])([F:30])[F:29])[CH:23]=2)=[C:18]([CH3:21])[N:19]([CH2:2][C:3]2[CH:10]=[CH:9][C:6]([C:7]#[N:8])=[CH:5][N:4]=2)[CH:20]=1)=[O:14]. Starting materials: CC(OC1OCCC(C=O)C1c1ccccc1)c1cc(C(F)(F)F)cc(C(F)(F)F)c1, OC1CCOC12CCNCC2. Product: CC(OC1OCCC(CN2CCC3(CC2)OCCC3O)C1c1ccccc1)c1cc(C(F)(F)F)cc(C(F)(F)F)c1. RXN SMILES: [F:1][C:2]([c:3]1[cH:4][c:5]([CH:13]([CH3:14])[O:15][CH:16]2[O:17][CH2:18][CH2:19][CH:20]([CH:28]=[O:29])[CH:21]2[c:22]2[cH:23][cH:24][cH:25][cH:26][cH:27]2)[cH:6][c:7]([C:9]([F:10])([F:11])[F:12])[cH:8]1)([F:30])[F:31].[OH:32][CH:33]1[CH2:34][CH2:35][O:36][C:37]12[CH2:38][CH2:39][NH:40][CH2:41][CH2:42]2>>[F:1][C:2]([c:3]1[cH:4][c:5]([CH:13]([CH3:14])[O:15][CH:16]2[O:17][CH2:18][CH2:19][CH:20]([CH2:28][N:40]3[CH2:39][CH2:38][C:37]4([CH:33]([OH:32])[CH2:34][CH2:35][O:36]4)[CH2:42][CH2:41]3)[CH:21]2[c:22]2[cH:23][cH:24][cH:25][cH:26][cH:27]2)[cH:6][c:7]([C:9]([F:10])([F:11])[F:12])[cH:8]1)([F:30])[F:31].